From a dataset of the Open Reaction Database (ORD), a public repository of structured organic reaction records. describe an organic reaction: reactants, conditions, products, and yield Reactants: [Cl-] (chloride), ClC1=CC(=NC(=C1)C(F)(F)F)C1=CC(=CC=C1)Cl (4-chloro-2-(3-chlorophenyl)-6-(trifluoromethyl)pyridine), CC1(OB(OC1(C)C)CC1=CC=C(C=C1)CC(=O)OC)C (methyl 2-(4-((4,4,5,5-tetramethyl-1,3,2-dioxaborolan-2-yl)methyl)phenyl)acetate), C(=O)([O-])[O-].[Na+].[Na+] (Na2CO3). The reagents and catalysts are C1=CC=C(C=C1)P([C-]2C=CC=C2)C3=CC=CC=C3.C1=CC=C(C=C1)P([C-]2C=CC=C2)C3=CC=CC=C3.Cl[Pd]Cl.[Fe+2] (Pd(dppf)Cl2). Run in O (water), O1CCOCC1 (Dioxane). Product: ClC=1C=C(C=CC1)C1=NC(=CC(=C1)CC1=CC=C(C=C1)CC(=O)OC)C(F)(F)F (methyl 2-(4-((2-(3-chlorophenyl)-6-(trifluoromethyl)pyridin-4-yl)methyl)phenyl)acetate). As a reaction SMILES: Cl[C:2]1[CH:7]=[C:6]([C:8]([F:11])([F:10])[F:9])[N:5]=[C:4]([C:12]2[CH:17]=[CH:16][CH:15]=[C:14]([Cl:18])[CH:13]=2)[CH:3]=1.CC1(C)C(C)(C)OB([CH2:27][C:28]2[CH:33]=[CH:32][C:31]([CH2:34][C:35]([O:37][CH3:38])=[O:36])=[CH:30][CH:29]=2)O1.C([O-])([O-])=O.[Na+].[Na+].[Cl-]>C1C=CC(P(C2C=CC=CC=2)[C-]2C=CC=C2)=CC=1.C1C=CC(P(C2C=CC=CC=2)[C-]2C=CC=C2)=CC=1.Cl[Pd]Cl.[Fe+2].O.O1CCOCC1>[Cl:18][C:14]1[CH:13]=[C:12]([C:4]2[CH:3]=[C:2]([CH2:27][C:28]3[CH:29]=[CH:30][C:31]([CH2:34][C:35]([O:37][CH3:38])=[O:36])=[CH:32][CH:33]=3)[CH:7]=[C:6]([C:8]([F:11])([F:10])[F:9])[N:5]=2)[CH:17]=[CH:16][CH:15]=1 |f:2.3.4,6.7.8.9|. Procedure details: A 20-mL sealed tube, with stirrer bar, was charged with 4-chloro-2-(3-chlorophenyl)-6-(trifluoromethyl)pyridine (0.263 g, 0.90 mol), methyl 2-(4-((4,4,5,5-tetramethyl-1,3,2-dioxaborolan-2-yl)methyl)phenyl)acetate (0.261 g, 0.90 mmol), Pd(dppf)Cl2 (0.073 g, 0.09 mmol), and powdered Na2CO3 (0.286 g, 2.70 mmol). Dioxane (8 mL) and water (4 mL) were added. The resulting mixture was stirred under Ar at 90° C. for 27 h. until the starting chloride was consumed. After cooling to room temperature, the r... Reactants: C(C)C1=C(C(=O)OC)C=C(C(=C1)C)I (methyl 2-ethyl-5-iodo-4-methylbenzoate), ClC1=CC(=C(C(=O)OC)C=C1)CC (methyl 4-chloro-2-ethylbenzoate), ClC1=CC(=C(C(=O)OC)C=C1)CC (methyl 4-chloro-2-ethylbenzoate), C(C)C1=C(C(=O)OC)C=CC(=C1)C (methyl 2-ethyl-4-methylbenzoate). The product is ClC1=CC(=C(C(=O)OC)C=C1I)CC (Methyl 4-chloro-2-ethyl-5-iodobenzoate). As a reaction SMILES: [CH2:1]([C:3]1[CH:12]=[C:11](C)[C:10]([I:14])=[CH:9][C:4]=1[C:5]([O:7][CH3:8])=[O:6])[CH3:2].[Cl:15]C1C=CC(C(OC)=O)=C(CC)C=1.C(C1C=C(C)C=CC=1C(OC)=O)C>>[Cl:15][C:11]1[C:10]([I:14])=[CH:9][C:4]([C:5]([O:7][CH3:8])=[O:6])=[C:3]([CH2:1][CH3:2])[CH:12]=1. Procedure: The title compound was prepared using standard chemical manipulations and procedures similar to those used for the preparation of compound 211.2, except methyl 4-chloro-2-ethylbenzoate (compound 178.2) was used in place of methyl 2-ethyl-4-methylbenzoate (compound 48.1). Reactants: CN(C)S(=O)(=O)Cl, CN(C)C1CCCCC1, CCOC(C)=O, CCCCCC, COc1ccc(C=O)cc1O. The product is COc1ccc(C=O)cc1S(=O)(=O)N(C)C. RXN SMILES: [CH3:12][N:13]([S:14](=[O:15])(=[O:16])[Cl:17])[CH3:18].[CH3:19][N:20]([CH:21]1[CH2:22][CH2:23][CH2:24][CH2:25][CH2:26]1)[CH3:27].[CH3:28][CH2:29][O:30][C:31]([CH3:32])=[O:33].[CH3:34][CH2:35][CH2:36][CH2:37][CH2:38][CH3:39].[O:1]=[CH:2][c:3]1[cH:4][c:5]([OH:6])[c:7]([O:8][CH3:9])[cH:10][cH:11]1>>[O:1]=[CH:2][c:3]1[cH:4][c:5]([S:14]([N:13]([CH3:12])[CH3:18])(=[O:15])=[O:16])[c:7]([O:8][CH3:9])[cH:10][cH:11]1.